From a dataset of the Open Reaction Database (ORD), a public repository of structured organic reaction records. describe an organic reaction: reactants, conditions, products, and yield Reactants: CC(=O)O[BH-](OC(C)=O)OC(C)=O, O=Cc1ccccc1, ClCCCl, Cc1ccc(-c2ccc3c(c2)C=C(C(=O)NC2CCNCC2)CCO3)cc1, [Na+]. Product: Cc1ccc(-c2ccc3c(c2)C=C(C(=O)NC2CCN(Cc4ccccc4)CC2)CCO3)cc1. RXN SMILES: [C:36]([O:37][BH-:38]([O:39][C:40](=[O:41])[CH3:42])[O:43][C:44](=[O:45])[CH3:46])(=[O:47])[CH3:48].[CH:28](=[O:29])[c:30]1[cH:31][cH:32][cH:33][cH:34][cH:35]1.[Cl:50][CH2:51][CH2:52][Cl:53].[NH:1]1[CH2:2][CH2:3][CH:4]([NH:7][C:8](=[O:9])[C:10]2=[CH:16][c:15]3[c:14]([cH:20][cH:19][c:18](-[c:21]4[cH:22][cH:23][c:24]([CH3:27])[cH:25][cH:26]4)[cH:17]3)[O:13][CH2:12][CH2:11]2)[CH2:5][CH2:6]1.[Na+:49]>>[N:1]1([CH2:28][c:30]2[cH:31][cH:32][cH:33][cH:34][cH:35]2)[CH2:2][CH2:3][CH:4]([NH:7][C:8](=[O:9])[C:10]2=[CH:16][c:15]3[c:14]([cH:20][cH:19][c:18](-[c:21]4[cH:22][cH:23][c:24]([CH3:27])[cH:25][cH:26]4)[cH:17]3)[O:13][CH2:12][CH2:11]2)[CH2:5][CH2:6]1. Reactants: C(\C=C\C(=O)O)(=O)O.FC1=CC=C(CN(C)C2CCN(CC2)C2=CC=C(C=C2)C=O)C=C1 (4-(N-(4-fluorobenzyl)-N-methylamino)-1-(4-formylphenyl)piperidine fumarate), C(C)[SiH](CC)CC (triethylsilane), FC(C(=O)O)(F)F (trifluoroacetic acid). The product is C(\C=C\C(=O)O)(=O)O.FC1=CC=C(CN(C)C2CCN(CC2)C2=CC=C(C=C2)C)C=C1 (4-(N-(4-fluorobenzyl)-N-methylamino)-1-(4-tolyl)piperidine fumarate). The yield is 50.2%. As a reaction SMILES: [C:1]([OH:8])(=[O:7])/[CH:2]=[CH:3]/[C:4]([OH:6])=[O:5].[F:9][C:10]1[CH:32]=[CH:31][C:13]([CH2:14][N:15]([CH:17]2[CH2:22][CH2:21][N:20]([C:23]3[CH:28]=[CH:27][C:26]([CH:29]=O)=[CH:25][CH:24]=3)[CH2:19][CH2:18]2)[CH3:16])=[CH:12][CH:11]=1.C([SiH](CC)CC)C.FC(F)(F)C(O)=O>>[C:1]([OH:8])(=[O:7])/[CH:2]=[CH:3]/[C:4]([OH:6])=[O:5].[F:9][C:10]1[CH:32]=[CH:31][C:13]([CH2:14][N:15]([CH:17]2[CH2:22][CH2:21][N:20]([C:23]3[CH:24]=[CH:25][C:26]([CH3:29])=[CH:27][CH:28]=3)[CH2:19][CH2:18]2)[CH3:16])=[CH:12][CH:11]=1 |f:0.1,4.5|. Reported procedure: 2.6 g (7.9 mmol) of the amine from Example 25 were reduced with 2.8 g (23.7 mmol) of triethylsilane and 9.0 g of trifluoroacetic acid in a similar manner to Example 14. 1.7 g of 4-(N-(4-fluorobenzyl)-N-methylamino)-1-(4-tolyl)piperidine fumarate were obtained. Melting point 146° C. Starting materials: C1(=CC=C(C=C1)S(=O)(=O)N1C(=CC=2C1=NC=CC2)C=O)C (1-(toluene-4-sulfonyl)-1H-pyrrolo[2,3-b]pyridine-2-carbaldehyde), ClC1=CC(=CC=C1)C(=O)OO (3-chloroperbenzoic acid), S(=O)([O-])[O-].[Na+].[Na+] (sodium sulfite), ClC1=CC(=CC=C1)C(=O)OO (3-chloroperbenzoic acid). The solvent is ClCCl (dichloromethane). Reaction conditions: time 6 hour. Yields the product C1(=CC=C(C=C1)S(=O)(=O)N1C(CC=2C1=NC=CC2)=O)C (2,3-dihydro-1-(toluene-4-sulfonyl)-1H-pyrrolo[2,3-b]pyridin-2-one). Isolated yield 50.2%. As a reaction SMILES: [C:1]1([CH3:21])[CH:6]=[CH:5][C:4]([S:7]([N:10]2[C:14]3=[N:15][CH:16]=[CH:17][CH:18]=[C:13]3[CH:12]=[C:11]2C=O)(=[O:9])=[O:8])=[CH:3][CH:2]=1.ClC1C=CC=C(C(OO)=[O:30])C=1.S([O-])([O-])=O.[Na+].[Na+]>ClCCl>[C:1]1([CH3:21])[CH:6]=[CH:5][C:4]([S:7]([N:10]2[C:14]3=[N:15][CH:16]=[CH:17][CH:18]=[C:13]3[CH2:12][C:11]2=[O:30])(=[O:9])=[O:8])=[CH:3][CH:2]=1 |f:2.3.4|. Procedure details: A solution of 1-(toluene-4-sulfonyl)-1H-pyrrolo[2,3-b]pyridine-2-carbaldehyde (24.3 g, Reference Example 73) in dichloromethane (700 mL), under nitrogen and at 5° C., was treated with 3-chloroperbenzoic acid (26.7 g, 70%). After stirring at 5° C. for 16 hours a further aliquot of 3-chloroperbenzoic acid (15 g, 70%) was added and stirring was continued for a further 6 hours at 5° C. The reaction mixture was then treated with sodium sulfite solution (1 L, 10%), the organic phase was separated and ... The reactants are CC(C(=O)O)N1N=C(C(=C1)C)C1=CC=CC=C1 (α,4-dimethyl-3-phenylpyrazole-1-acetic acid), CNC (dimethylamine), N (ammonia). Product: CN(C(C(N1N=C(C(=C1)C)C1=CC=CC=C1)C1=CC=CC=C1)=O)C (N,N,4-trimethyl-α,3-diphenylpyrazole-1-acetamide). RXN SMILES: [CH3:1][CH:2]([N:6]1[CH:10]=[C:9]([CH3:11])[C:8]([C:12]2[CH:17]=[CH:16][CH:15]=[CH:14][CH:13]=2)=[N:7]1)[C:3]([OH:5])=O.[CH3:18][NH:19][CH3:20].N>>[CH3:18][N:19]([CH3:20])[C:3](=[O:5])[CH:2]([C:1]1[CH:13]=[CH:12][CH:8]=[CH:9][CH:10]=1)[N:6]1[CH:10]=[C:9]([CH3:11])[C:8]([C:12]2[CH:17]=[CH:16][CH:15]=[CH:14][CH:13]=2)=[N:7]1. Procedure: Following the procedure of Example 68, but substituting 4-methyl-α,3-diphenylpyrazole-1-acetic acid for α,4-dimethyl-3-phenylpyrazole-1-acetic acid and dimethylamine for aqueous ammonia, there was obtained N,N,4-trimethyl-α,3-diphenylpyrazole-1-acetamide having a melting point of 135.5°-138° C.